This data is from the Open Reaction Database (ORD), a public repository of structured organic reaction records. The task is: describe an organic reaction: reactants, conditions, products, and yield The reactants are C1(=CC=CC=C1)NC1=CC=CC=C1 (Diphenylamine), C([O-])([O-])=O.[K+].[K+] (potassium carbonate), BrC1=C2C3=C(C=CC2=CC2=CC=4C=CC=CC4C=C12)C1=CC2=CC4=CC(=CC=C4C=C2C=C1C=C3)Br (6,13-dibromonaphthacenonaphthacene). The reagents and catalysts are [Cu] (copper). The solvent is O (water). The product is C1(=CC=CC=C1)N(C1=C2C3=C(C=CC2=CC2=CC=4C=CC=CC4C=C12)C1=CC2=CC4=CC(=CC=C4C=C2C=C1C=C3)N(C3=CC=CC=C3)C3=CC=CC=C3)C3=CC=CC=C3 (6,13-bis(diphenylamino)naphthacenonaphthacene). Reaction SMILES: [C:1]1([NH:7][C:8]2[CH:13]=[CH:12][CH:11]=[CH:10][CH:9]=2)[CH:6]=[CH:5][CH:4]=[CH:3][CH:2]=1.C(=O)([O-])[O-].[K+].[K+].Br[C:21]1[C:38]2[C:29](=[CH:30][C:31]3[CH:32]=[CH:33][CH:34]=[CH:35][C:36]=3[CH:37]=2)[CH:28]=[C:27]2[C:22]=1[C:23]1[CH:54]=[CH:53][C:52]3[C:39](=[CH:40][C:41]4[C:50]([CH:51]=3)=[CH:49][C:48]3[C:43](=[CH:44][C:45](Br)=[CH:46][CH:47]=3)[CH:42]=4)[C:24]=1[CH:25]=[CH:26]2>O.[Cu]>[C:8]1([N:7]([C:1]2[CH:2]=[CH:3][CH:4]=[CH:5][CH:6]=2)[C:21]2[C:38]3[C:29](=[CH:30][C:31]4[CH:32]=[CH:33][CH:34]=[CH:35][C:36]=4[CH:37]=3)[CH:28]=[C:27]3[C:22]=2[C:23]2[CH:54]=[CH:53][C:52]4[C:39](=[CH:40][C:41]5[C:50]([CH:51]=4)=[CH:49][C:48]4[C:43](=[CH:44][C:45]([N:7]([C:8]6[CH:9]=[CH:10][CH:11]=[CH:12][CH:13]=6)[C:1]6[CH:6]=[CH:5][CH:4]=[CH:3][CH:2]=6)=[CH:46][CH:47]=4)[CH:42]=5)[C:24]=2[CH:25]=[CH:26]3)[CH:9]=[CH:10][CH:11]=[CH:12][CH:13]=1 |f:1.2.3|. Procedure details: Naphthacenonaphthacene is dissolved in carbon tetrachloride. While the resultant mixture is cooled, 1 mol equivalent of bromine is added thereto. The mixture is reacted for 4 hours and brominated. Thereafter, the mixture is purified in accordance with a usual method, and 6,13-dibromonaphthacenonaphthacene is obtained. Diphenylamine, potassium carbonate, and copper powder are added to the 6,13-dibromonaphthacenonaphthacene obtained in this way, and the mixture is reacted for 30 hours at 200° C. A...